This data is from the Open Reaction Database (ORD), a public repository of structured organic reaction records. The task is: describe an organic reaction: reactants, conditions, products, and yield Starting materials: C(C1=CC=CC=C1)N(CC(COC1=CC=C(C=C1)C1=NN=C(N1C)C(F)(F)F)O)CCOC1=CC(=C(C=C1)O)C(N)=O (1-[N-benzyl-[2-(3-carbamoyl-4-hydroxyphenoxy)-ethylamino]]-3-[4-(4-methyl-5-trifluoromethyl-4H-1,2,4-triazol-3-yl)-phenoxy]-2-propanol). The reagents and catalysts are [Pd] (palladium-on-carbon). Solvent: CO (methanol). Yields the product C(N)(=O)C=1C=C(OCCNCC(COC2=CC=C(C=C2)C2=NN=C(N2C)C(F)(F)F)O)C=CC1O (1-[2-(3-carbamoyl-4-hydroxyphenoxy)-ethylamino]-3-[4-(4-methyl-5-trifluoromethyl-4H-1,2,4-triazol-3-yl)-phenoxy]-2-propanol). Reaction SMILES: C([N:8]([CH2:30][CH2:31][O:32][C:33]1[CH:38]=[CH:37][C:36]([OH:39])=[C:35]([C:40](=[O:42])[NH2:41])[CH:34]=1)[CH2:9][CH:10]([OH:29])[CH2:11][O:12][C:13]1[CH:18]=[CH:17][C:16]([C:19]2[N:23]([CH3:24])[C:22]([C:25]([F:28])([F:27])[F:26])=[N:21][N:20]=2)=[CH:15][CH:14]=1)C1C=CC=CC=1>[Pd].CO>[C:40]([C:35]1[CH:34]=[C:33]([CH:38]=[CH:37][C:36]=1[OH:39])[O:32][CH2:31][CH2:30][NH:8][CH2:9][CH:10]([OH:29])[CH2:11][O:12][C:13]1[CH:14]=[CH:15][C:16]([C:19]2[N:23]([CH3:24])[C:22]([C:25]([F:28])([F:26])[F:27])=[N:21][N:20]=2)=[CH:17][CH:18]=1)(=[O:42])[NH2:41]. Procedure details: With the addition of 3.0 g of palladium-on-carbon catalyst (10%), a solution of 16 g of crude 1-[N-benzyl-[2-(3-carbamoyl-4-hydroxyphenoxy)-ethylamino]]-3-[4-(4-methyl-5-trifluoromethyl-4H-1,2,4-triazol-3-yl)-phenoxy]-2-propanol in 160 ml of methanol is catalytically hydrogenated under normal conditions until, after 35 hours, the calculated quantity of hydrogen has been absorbed (an additional quantity of 2 g of catalyst is required for this purpose). Filtration and concentration by evaporation ... The reactants are N.O1CCOCC1 (ammonia 1,4-dioxane), ClC1=NC=C(C(=N1)NC1=CC=C(C=C1)C)C(=O)O (2-Chloro-4-(4-methylanilino)pyrimidine-5-carboxylic acid), C=1C=CC2=C(C1)N=NN2O (HOBt), CCN=C=NCCCN(C)C.Cl (WSC HCl). The solvent is ClC(C)Cl (dichloroethane). The product is N1(N=NC2=C1C=CC=C2)OC2=NC=C(C(=N2)NC2=CC=C(C=C2)C)C(=O)N (2-(benzotriazol-1-yloxy)-4-(4-methylanilino)pyrimidine-5-carboxamide). RXN SMILES: Cl[C:2]1[N:7]=[C:6]([NH:8][C:9]2[CH:14]=[CH:13][C:12]([CH3:15])=[CH:11][CH:10]=2)[C:5]([C:16]([OH:18])=O)=[CH:4][N:3]=1.[CH:19]1[CH:20]=[CH:21][C:22]2[N:27]([OH:28])[N:26]=[N:25][C:23]=2[CH:24]=1.CC[N:31]=C=NCCCN(C)C.Cl.N.O1CCOCC1>ClC(Cl)C>[N:27]1([O:28][C:2]2[N:7]=[C:6]([NH:8][C:9]3[CH:10]=[CH:11][C:12]([CH3:15])=[CH:13][CH:14]=3)[C:5]([C:16]([NH2:31])=[O:18])=[CH:4][N:3]=2)[C:22]2[CH:21]=[CH:20][CH:19]=[CH:24][C:23]=2[N:25]=[N:26]1 |f:2.3,4.5|. Procedure: 2-Chloro-4-(4-methylanilino)pyrimidine-5-carboxylic acid was treated with HOBt and WSC-HCl in dichloroethane and then, under ice-cooling, allowed to undergo the reaction by adding 0.5 M ammonia-1,4-dioxane solution to obtain 2-(benzotriazol-1-yloxy)-4-(4-methylanilino)pyrimidine-5-carboxamide (light yellow powder). Starting materials: C#C[Si](C)(C)C, CN1CCCC1=O, [Cu]I, Nc1ccc(I)c(N)n1, c1ccc(P(c2ccccc2)(c2ccccc2)[Pd](P(c2ccccc2)(c2ccccc2)c2ccccc2)(P(c2ccccc2)(c2ccccc2)c2ccccc2)P(c2ccccc2)(c2ccccc2)c2ccccc2)cc1. Product: C[Si](C)(C)C#Cc1ccc(N)nc1N. RXN SMILES: [CH3:10][Si:11]([CH3:12])([CH3:13])[C:14]#[CH:15].[CH3:95][N:96]1[CH2:97][CH2:98][CH2:99][C:100]1=[O:101].[Cu:16][I:17].[I:1][c:2]1[c:3]([NH2:9])[n:4][c:5]([NH2:8])[cH:6][cH:7]1.[cH:18]1[cH:19][cH:20][c:21]([P:22]([Pd:23]([P:24]([c:25]2[cH:26][cH:27][cH:28][cH:29][cH:30]2)([c:31]2[cH:32][cH:33][cH:34][cH:35][cH:36]2)[c:37]2[cH:38][cH:39][cH:40][cH:41][cH:42]2)([P:43]([c:44]2[cH:45][cH:46][cH:47][cH:48][cH:49]2)([c:50]2[cH:51][cH:52][cH:53][cH:54][cH:55]2)[c:56]2[cH:57][cH:58][cH:59][cH:60][cH:61]2)[P:62]([c:63]2[cH:64][cH:65][cH:66][cH:67][cH:68]2)([c:69]2[cH:70][cH:71][cH:72][cH:73][cH:74]2)[c:75]2[cH:76][cH:77][cH:78][cH:79][cH:80]2)([c:81]2[cH:82][cH:83][cH:84][cH:85][cH:86]2)[c:87]2[cH:88][cH:89][cH:90][cH:91][cH:92]2)[cH:93][cH:94]1>>[c:2]1([C:15]#[C:14][Si:11]([CH3:10])([CH3:12])[CH3:13])[c:3]([NH2:9])[n:4][c:5]([NH2:8])[cH:6][cH:7]1. Starting materials: CC(=O)C (acetone), CO (methanol), solution, CC(C)(C)OO (TBHP). Reagents/catalysts: [Pt] (Pt on alumina), [Pd] (Pd). Product: CC(C)(C)OO (TBHP), CC(C)(C)OOC(C)(C)C (DTBP). Yield: 5.0%. Reaction SMILES: [CH3:1][C:2]([O:5][OH:6])([CH3:4])[CH3:3].[CH3:7][C:8]([CH3:10])=[O:9].[CH3:11]O>[Pd].[Pt]>[CH3:1][C:2]([O:5][OH:6])([CH3:4])[CH3:3].[CH3:7][C:8]([O:9][O:5][C:2]([CH3:4])([CH3:3])[CH3:1])([CH3:11])[CH3:10]. Procedure details: A 19.1% solution of TBHP in TBA decomposed over a commercial 0.15% Pd, 0.15% Pt on alumina gave (80° C., 0.5 space velocity) 74.2 TBHP conversion with selectivity to TBA of 84.1%, DTBP 5.0%, acetone 10.9%, and methanol 2.6%. Minor products including carboxylic acids were also formed. Starting materials: solution, C1(=C(C=CC=C1)[Mg]Br)C (toluylmagnesium bromide), BrC1=C(C=CC=C1)F (2-bromofluorobenzene), bis(diphenylphosphinoethane) nickel dichloride. The solvent is CCOCC (ether), C(C)OCC (diethyl ether). The product is FC1=C(C=CC=C1)C=1C=C(C=CC1)C (3-(2-Fluorophenyl)-toluene). Reaction SMILES: [C:1]1([CH3:9])[CH:6]=[CH:5][CH:4]=[CH:3][C:2]=1[Mg]Br.Br[C:11]1[CH:16]=[CH:15][CH:14]=[CH:13][C:12]=1[F:17]>CCOCC>[F:17][C:12]1[CH:13]=[CH:14][CH:15]=[CH:16][C:11]=1[C:3]1[CH:2]=[C:1]([CH3:9])[CH:6]=[CH:5][CH:4]=1. Procedure: A 1.46M solution (45 ml) of toluylmagnesium bromide in ether was added to a mixture of 10 g 2-bromofluorobenzene and 250 mg bis(diphenylphosphinoethane)-nickel dichloride in 70 ml dry diethyl ether. The mixture was then heated at reflux for 18 hours. The mixture was cooled to room temperature and quenched with 10% aqueous ammonium chloride, followed by 1M hydrochloric acid, and then partitioned between ether and water. The aqueous phase was extracted once more with ether and the combined organic...